This data is from the Open Reaction Database (ORD), a public repository of structured organic reaction records. The task is: describe an organic reaction: reactants, conditions, products, and yield Reactants: N[C@@H]1[C@@H](C[C@@H](CC1)N(C)C(C)C)CO (((1R,2S,5R)-2-amino-5-(isopropyl(methyl)amino)cyclohexyl)methanol), FC(C=1C=C(C(=O)NCC(=O)O)C=CC1)(F)F ((3-Trifluoromethyl-benzoylamino)-acetic acid), ClC(=O)OCC(C)C (isobutyl chloroformate), CN1CCOCC1 (N-methylmorpholine). The solvent is C1CCOC1 (THF), O (water), C1CCOC1 (THF). Conditions: time 5 minute. The product is OC[C@H]1[C@H](CC[C@H](C1)N(C)C(C)C)NC(CNC(C1=CC(=CC=C1)C(F)(F)F)=O)=O (N-(2-((1S,2R,4R)-2-(hydroxymethyl)-4-(isopropyl(methyl)amino)cyclohexylamino)-2-oxoethyl)-3-(trifluoromethyl)benzamide). Yield: 43.0%. RXN SMILES: [F:1][C:2]([F:17])([F:16])[C:3]1[CH:4]=[C:5]([CH:13]=[CH:14][CH:15]=1)[C:6]([NH:8][CH2:9][C:10]([OH:12])=O)=[O:7].CN1CCOCC1.ClC(OCC(C)C)=O.[NH2:33][C@H:34]1[CH2:39][CH2:38][C@@H:37]([N:40]([CH:42]([CH3:44])[CH3:43])[CH3:41])[CH2:36][C@H:35]1[CH2:45][OH:46]>C1COCC1.O>[OH:46][CH2:45][C@@H:35]1[CH2:36][C@H:37]([N:40]([CH:42]([CH3:43])[CH3:44])[CH3:41])[CH2:38][CH2:39][C@@H:34]1[NH:33][C:10](=[O:12])[CH2:9][NH:8][C:6](=[O:7])[C:5]1[CH:13]=[CH:14][CH:15]=[C:3]([C:2]([F:1])([F:17])[F:16])[CH:4]=1. Reported procedure: A solution of (3-Trifluoromethyl-benzoylamino)-acetic acid (1.76 g, 0.0071 mol) in THF was cooled in an ice bath and treated with N-methylmorpholine(0.80 g, 0.0080 mol) and then drop-wise with isobutyl chloroformate (1.0 g, 0.007 mol). The resulting mixture was stirred for 5 min and then treated with a solution of ((1R,2S,5R)-2-amino-5-(isopropyl(methyl)amino)cyclohexyl)methanol (1.3 g, 0.0065 mol) in THF. The resulting mixture was stirred for 30 minutes and then diluted with water and extracted...